Dataset: the Open Reaction Database (ORD), a public repository of structured organic reaction records. Task: describe an organic reaction: reactants, conditions, products, and yield The reactants are C(C1=CC=CC=C1)NC1=CC(=NC(=C1[N+](=O)[O-])NCC1=CC=CC=C1)CC=O ((4,6-Bis-benzylamino-5-nitro-pyridin-2-yl)-acetaldehyde), [BH4-].[Na+] (Sodium borohydride). Solvent: ClCCl (dichloromethane). Run at time 8 hour. The product is C(C1=CC=CC=C1)NC1=CC(=NC(=C1[N+](=O)[O-])NCC1=CC=CC=C1)CCO (2-(4,6-Bis-benzylamino-5-nitro-pyridin-2-yl)-ethanol). Isolated yield 53.7%. As a reaction SMILES: [CH2:1]([NH:8][C:9]1[C:14]([N+:15]([O-:17])=[O:16])=[C:13]([NH:18][CH2:19][C:20]2[CH:25]=[CH:24][CH:23]=[CH:22][CH:21]=2)[N:12]=[C:11]([CH2:26][CH:27]=[O:28])[CH:10]=1)[C:2]1[CH:7]=[CH:6][CH:5]=[CH:4][CH:3]=1.[BH4-].[Na+]>ClCCl>[CH2:1]([NH:8][C:9]1[C:14]([N+:15]([O-:17])=[O:16])=[C:13]([NH:18][CH2:19][C:20]2[CH:25]=[CH:24][CH:23]=[CH:22][CH:21]=2)[N:12]=[C:11]([CH2:26][CH2:27][OH:28])[CH:10]=1)[C:2]1[CH:7]=[CH:6][CH:5]=[CH:4][CH:3]=1 |f:1.2|. Procedure details: (4,6-Bis-benzylamino-5-nitro-pyridin-2-yl)-acetaldehyde (250 mg, 0.66 mmol) was stirred in 15 ml dichloromethane. Sodium borohydride (38 mg, 0.99 mmol) was added and the solution stirred at ambient temperature overnight. The reaction mixture was partitioned between DCM and water, the organics dried over magnesium sulphate and concentrated to give a crude solid which was purified by column chromatography on silica, eluting with pentane:EtOAc, 4:1 to 1:1 to afford the title compound as a yellow so... Starting materials: CC(C)(C)[Si](C)(C)Cl, CC(C)(C)OC(=O)N1CCCCC1C(=O)NC(Cc1ccc(-c2ccc3c(c2)sc(=O)n3CCO)cc1)C(N)=O, CN(C)C=O, O, c1c[nH]cn1. Yields the product CC(C)(C)OC(=O)N1CCCCC1C(=O)NC(Cc1ccc(-c2ccc3c(c2)sc(=O)n3CCO[Si](C)(C)C(C)(C)C)cc1)C(N)=O. Reaction SMILES: [C:41]([CH3:42])([CH3:43])([CH3:44])[Si:45]([CH3:46])([CH3:47])[Cl:48].[NH2:1][C:2]([CH:3]([CH2:4][c:5]1[cH:6][cH:7][c:8](-[c:11]2[cH:12][c:13]3[c:14]([n:15]([CH2:19][CH2:20][OH:21])[c:16](=[O:18])[s:17]3)[cH:22][cH:23]2)[cH:9][cH:10]1)[NH:24][C:25](=[O:26])[CH:27]1[N:28]([C:33](=[O:34])[O:35][C:36]([CH3:37])([CH3:38])[CH3:39])[CH2:29][CH2:30][CH2:31][CH2:32]1)=[O:40].[O:55]=[CH:56][N:57]([CH3:58])[CH3:59].[OH2:54].[nH:49]1[cH:50][cH:51][n:52][cH:53]1>>[NH2:1][C:2]([CH:3]([CH2:4][c:5]1[cH:6][cH:7][c:8](-[c:11]2[cH:12][c:13]3[c:14]([n:15]([CH2:19][CH2:20][O:21][Si:45]([C:41]([CH3:42])([CH3:43])[CH3:44])([CH3:46])[CH3:47])[c:16](=[O:18])[s:17]3)[cH:22][cH:23]2)[cH:9][cH:10]1)[NH:24][C:25](=[O:26])[CH:27]1[N:28]([C:33](=[O:34])[O:35][C:36]([CH3:37])([CH3:38])[CH3:39])[CH2:29][CH2:30][CH2:31][CH2:32]1)=[O:40]. Reactants: N#CC=Cc1ccccc1, CC(C)C[Al+]CC(C)C, C[Si](C)(C)C#N, Cc1ccccc1, CO, [H-], [Na+], [Na+], O=S(=O)([O-])[O-]. Yields the product N#CC(N)C=Cc1ccccc1. RXN SMILES: [C:1]([CH:2]=[CH:3][c:4]1[cH:5][cH:6][cH:7][cH:8][cH:9]1)#[N:10].[CH2:12]([Al+:13][CH2:14][CH:15]([CH3:16])[CH3:17])[CH:18]([CH3:19])[CH3:20].[CH3:21][Si:22]([CH3:23])([CH3:24])[C:25]#[N:26].[CH3:34][c:35]1[cH:36][cH:37][cH:38][cH:39][cH:40]1.[CH3:41][OH:42].[H-:11].[Na+:27].[Na+:28].[O-:29][S:30](=[O:31])(=[O:32])[O-:33]>>[CH:1]([CH:2]=[CH:3][c:4]1[cH:5][cH:6][cH:7][cH:8][cH:9]1)([NH2:10])[C:25]#[N:26]. Starting materials: Cc1cn(C2CC(N=[N+]=[N-])C(CO)O2)c(=O)n(CCN2C(=O)c3ccccc3C2=O)c1=O, CCO, NN, O. Product: Cc1cn(C2CC(N=[N+]=[N-])C(CO)O2)c(=O)n(CCN)c1=O. Reaction SMILES: [C:1]1(=[O:2])[N:5]([CH2:6][CH2:7][n:8]2[c:9](=[O:26])[n:10]([CH:11]3[CH2:12][CH:13]([N:18]=[N+:19]=[N-:20])[CH:14]([CH2:15][OH:16])[O:17]3)[cH:21][c:22]([CH3:25])[c:23]2=[O:24])[C:3](=[O:4])[c:27]2[cH:28][cH:29][cH:30][cH:31][c:32]21.[CH3:36][CH2:37][OH:38].[NH2:34][NH2:35].[OH2:33]>>[NH2:5][CH2:6][CH2:7][n:8]1[c:9](=[O:26])[n:10]([CH:11]2[CH2:12][CH:13]([N:18]=[N+:19]=[N-:20])[CH:14]([CH2:15][OH:16])[O:17]2)[cH:21][c:22]([CH3:25])[c:23]1=[O:24]. The reactants are N#N (N2), solution, [N+](=O)([O-])C=1C=NN(C1)CCCCC(C)=O (6-(4-nitro-pyrazol-1-yl)-hexan-2-one), CC(C)C[AlH]CC(C)C (DiBAL), solution, [C@@H]([C@H](C(=O)[O-])O)(C(=O)[O-])O.[Na+].[K+] (Rochelle's salt). Yields the product [N+](=O)([O-])C=1C=NN(C1)CCCCC(C)O (6-(4-Nitro-pyrazol-1-yl)-hexan-2-ol). As a reaction SMILES: N#N.[N+:3]([C:6]1[CH:7]=[N:8][N:9]([CH2:11][CH2:12][CH2:13][CH2:14][C:15](=[O:17])[CH3:16])[CH:10]=1)([O-:5])=[O:4].CC(C[AlH]CC(C)C)C.[C@H](O)(C([O-])=O)[C@@H](O)C([O-])=O.[Na+].[K+]>C1COCC1.C1(C)C=CC=CC=1>[N+:3]([C:6]1[CH:7]=[N:8][N:9]([CH2:11][CH2:12][CH2:13][CH2:14][CH:15]([OH:17])[CH3:16])[CH:10]=1)([O-:5])=[O:4] |f:3.4.5|. Procedure: In a flame dried round-bottomed flask equipped with a magnetic stir bar and under inert atmosphere (N2), a 0.1M solution of 6-(4-nitro-pyrazol-1-yl)-hexan-2-one (250 mg, 1.18 mmol) in THF was treated dropwise, at −78° C. with DiBAL (1.5 mL of a 1M solution in toluene, 1.5 mmol). The reaction mixture was stirred at −78° C. for 1 h. Sat. aq. Rochelle's salt (10 mL) was added and the reaction mixture was stirred for 2 h at rt. The aq. layer was extracted with EA (2×25 mL). The combined org. extract... Conditions: temperature -78 celsius, time 1 hour. Solvent: C1CCOC1 (THF), C1(=CC=CC=C1)C (toluene). Reactants: COCCOC1=NC=C(C(=C1)C)[N+](=O)[O-] (2-(2-methoxyethoxy)-4-methyl-5-nitropyridine), CCO (EtOH), [K] (potassium), CCO (EtOH), C(C(=O)OCC)(=O)OCC (diethyl oxalate). Solvent: CCOCC (ether), C(C)OCC (diethyl ether), C1(=CC=CC=C1)C (toluene). Conditions: temperature 0 celsius, time 24 hour. The product is [K].COCCOC1=NC=C(C(=C1)CC(C(=O)OCC)=O)[N+](=O)[O-] (Ethyl 3-[2-(2-methoxyethoxy)-5-nitropyridin-4-yl]-2-oxopropionate potassium salt). RXN SMILES: [K:1].CCO.[CH3:5][O:6][CH2:7][CH2:8][O:9][C:10]1[CH:15]=[C:14]([CH3:16])[C:13]([N+:17]([O-:19])=[O:18])=[CH:12][N:11]=1.[C:20](OCC)(=[O:26])[C:21]([O:23][CH2:24][CH3:25])=[O:22]>C(OCC)C.C1(C)C=CC=CC=1>[K:1].[CH3:5][O:6][CH2:7][CH2:8][O:9][C:10]1[CH:15]=[C:14]([CH2:16][C:20](=[O:26])[C:21]([O:23][CH2:24][CH3:25])=[O:22])[C:13]([N+:17]([O-:19])=[O:18])=[CH:12][N:11]=1 |f:6.7,^1:0,41|. Procedure details: 1.86 g of potassium are initially charged in 120 ml of dry diethyl ether, and 15 ml of EtOH are added slowly. The mixture is cooled to 0° C. 5 g of 2-(2-methoxyethoxy)-4-methyl-5-nitropyridine are dissolved in 15 ml of dry ether and 3 ml of EtOH and added. 27.5 g of diethyl oxalate were dissolved in 100 ml of toluene and, at 0° C., added dropwise over a period of 45 min. The mixture is stirred at room temperature for 24 h. The precipitate is allowed to settle, the mixture is filtered and the pre... The reactants are COCN1CCCC1 (Methoxymethylpyrrolidine), C(OC)(OC)=O (dimethyl carbonate). Product: COC([O-])=O.COC[N+]1(CCCC1)C (N-Methoxymethyl-N-Methylpyrrolidinium Methyl carbonate). Yield: 60.0%. RXN SMILES: [CH3:1][O:2][CH2:3][N:4]1[CH2:8][CH2:7][CH2:6][CH2:5]1.[C:9](=[O:14])([O:12]C)[O:10][CH3:11]>>[CH3:11][O:10][C:9](=[O:12])[O-:14].[CH3:1][O:2][CH2:3][N+:4]1([CH3:9])[CH2:8][CH2:7][CH2:6][CH2:5]1 |f:2.3|. Procedure details: Methoxymethylpyrrolidine (10.00 g) and 117.39 g of dimethyl carbonate were placed into an autoclave and reacted at 120° C. for 24 hours. The resulting solids were filtered off and washed with dimethyl carbonate. The solids were dried in a vacuum, giving 10.70 g of the desired product. The reactants are TEA, CN[C@@H]1CCC2=CC=C(C=C12)C(=O)OC ((R)-Methyl 3-(methylamino)-2,3-dihydro-1H-indene-5-carboxylate), C1(CCCC1)CCC(=O)Cl (3-Cyclopentylpropanoic acid chloride). Solvent: C(Cl)Cl (DCM), C(Cl)Cl (DCM). Run at time 15 minute. The product is C1(CCCC1)CCC(=O)N(C)[C@@H]1CCC2=CC=C(C=C12)C(=O)OC ((R)-Methyl 3-(3-cyclopentyl-N-methylpropanamido)-2,3-dihydro-1H-indene-5-carboxylate). Yield: 58.0%. As a reaction SMILES: [CH3:1][NH:2][C@H:3]1[C:11]2[C:6](=[CH:7][CH:8]=[C:9]([C:12]([O:14][CH3:15])=[O:13])[CH:10]=2)[CH2:5][CH2:4]1.[CH:16]1([CH2:21][CH2:22][C:23](Cl)=[O:24])[CH2:20][CH2:19][CH2:18][CH2:17]1>C(Cl)Cl>[CH:16]1([CH2:21][CH2:22][C:23]([N:2]([C@H:3]2[C:11]3[C:6](=[CH:7][CH:8]=[C:9]([C:12]([O:14][CH3:15])=[O:13])[CH:10]=3)[CH2:5][CH2:4]2)[CH3:1])=[O:24])[CH2:20][CH2:19][CH2:18][CH2:17]1. Reported procedure: (R)-Methyl 3-(methylamino)-2,3-dihydro-1H-indene-5-carboxylate (A-11) (1.61 g, 7.85 mmol, 1.0 eq.) was dissolved in DCM (50 ml); TEA (2.72 ml, 19.62 mmol, 2.5 eq.) was added at 0° C., and stirring was carried out for 15 minutes. 3-Cyclopentylpropanoic acid chloride (1.38 ml, 8.635 mmol, 1.1 eq.) was then added, and the mixture was stirred for 4 hours at RT. After monitoring by TLC, the reaction mixture was diluted with DCM (100 ml), washed with water (75 ml) and sat. NaCl solution (75 ml), dried...